From a dataset of the Open Reaction Database (ORD), a public repository of structured organic reaction records. describe an organic reaction: reactants, conditions, products, and yield Starting materials: CC(C)(C)OCCONC(=O)c1c(Nc2ccc(I)cc2F)c(F)c(=O)n2c1CCC2, O=C(O)C(F)(F)F. Product: O=C(NOCCO)c1c(Nc2ccc(I)cc2F)c(F)c(=O)n2c1CCC2. Reaction SMILES: [C:1]([CH3:2])([CH3:3])([CH3:4])[O:5][CH2:6][CH2:7][O:8][NH:9][C:10](=[O:11])[c:12]1[c:13]([NH:23][c:24]2[c:25]([F:31])[cH:26][c:27]([I:30])[cH:28][cH:29]2)[c:14]([F:22])[c:15](=[O:21])[n:16]2[c:20]1[CH2:19][CH2:18][CH2:17]2.[F:32][C:33]([F:34])([F:35])[C:36]([OH:37])=[O:38]>>[OH:5][CH2:6][CH2:7][O:8][NH:9][C:10](=[O:11])[c:12]1[c:13]([NH:23][c:24]2[c:25]([F:31])[cH:26][c:27]([I:30])[cH:28][cH:29]2)[c:14]([F:22])[c:15](=[O:21])[n:16]2[c:20]1[CH2:19][CH2:18][CH2:17]2.